From a dataset of the Open Reaction Database (ORD), a public repository of structured organic reaction records. describe an organic reaction: reactants, conditions, products, and yield Reactants: C(#C)C=1C=C(C=CC1)NC1=NC=NC2=CC(=C(C=C12)OC=C)OCCOC ((3-Ethynyl-phenyl)-[7-(2-methoxy-ethoxy)-6-vinyloxy-quinazolin-4-yl]-amine), Cl.CO (HCl methanol). Yields the product Cl.C(#C)C=1C=C(C=CC1)NC1=NC=NC2=CC(=C(C=C12)O)OCCOC (4-(3-Ethynyl-phenylamino)-7-(2-methoxy-ethoxy)-quinazolin-6-ol Hydrochloride), free base. As a reaction SMILES: [C:1]([C:3]1[CH:4]=[C:5]([NH:9][C:10]2[C:19]3[C:14](=[CH:15][C:16]([O:23][CH2:24][CH2:25][O:26][CH3:27])=[C:17]([O:20]C=C)[CH:18]=3)[N:13]=[CH:12][N:11]=2)[CH:6]=[CH:7][CH:8]=1)#[CH:2].[ClH:28].CO>>[ClH:28].[C:1]([C:3]1[CH:4]=[C:5]([NH:9][C:10]2[C:19]3[C:14](=[CH:15][C:16]([O:23][CH2:24][CH2:25][O:26][CH3:27])=[C:17]([OH:20])[CH:18]=3)[N:13]=[CH:12][N:11]=2)[CH:6]=[CH:7][CH:8]=1)#[CH:2] |f:1.2,3.4|. Reported procedure: (3-Ethynyl-phenyl)-[7-(2-methoxy-ethoxy)-6-vinyloxy-quinazolin-4-yl]-amine (20 mg; from Example 48) was hydrolyzed by treatment with 6M HCl/methanol (30:70; 3 mL) at 50° C. for 5 days. The solution was concentrated in vacuo, and the residue was partitioned between CHCl3 and brine at a pH of about 7. The organic extracts were washed with brine, dried over Na2SO4, filtered and concentrated in vacuo to afford the title product as its free base (15 mg), which was converted to its HCl salt according ... Starting materials: CC(C)(C)OC(=O)NC1CCN(c2ccc(O)cc2)C1=O, O=C([O-])[O-], Fc1ccc(CBr)cc1, [K+], [K+]. Yields the product CC(C)(C)OC(=O)NC1CCN(c2ccc(OCc3ccc(F)cc3)cc2)C1=O. RXN SMILES: [C:1]([CH3:2])([CH3:3])([CH3:4])[O:5][C:6]([NH:7][CH:8]1[C:9](=[O:20])[N:10]([c:13]2[cH:14][cH:15][c:16]([OH:19])[cH:17][cH:18]2)[CH2:11][CH2:12]1)=[O:21].[C:31](=[O:32])([O-:33])[O-:34].[F:22][c:23]1[cH:24][cH:25][c:26]([CH2:27][Br:28])[cH:29][cH:30]1.[K+:35].[K+:36]>>[C:1]([CH3:2])([CH3:3])([CH3:4])[O:5][C:6]([NH:7][CH:8]1[C:9](=[O:20])[N:10]([c:13]2[cH:14][cH:15][c:16]([O:19][CH2:27][c:26]3[cH:25][cH:24][c:23]([F:22])[cH:30][cH:29]3)[cH:17][cH:18]2)[CH2:11][CH2:12]1)=[O:21]. Starting materials: C1CCOC1, O=C1NC(=O)c2ccccc21, CCOC(=O)N=NC(=O)OCC, COC(=O)c1ccc(CO)n1C, c1ccc(P(c2ccccc2)c2ccccc2)cc1. The product is COC(=O)c1ccc(CN2C(=O)c3ccccc3C2=O)n1C. RXN SMILES: [CH2:55]1[O:56][CH2:57][CH2:58][CH2:59]1.[O:13]=[C:14]1[NH:15][C:16](=[O:17])[c:18]2[cH:19][cH:20][cH:21][cH:22][c:23]21.[O:43]=[C:44]([O:45][CH2:46][CH3:47])[N:48]=[N:49][C:50]([O:51][CH2:52][CH3:53])=[O:54].[OH:1][CH2:2][c:3]1[cH:4][cH:5][c:6]([C:9](=[O:10])[O:11][CH3:12])[n:7]1[CH3:8].[c:24]1([P:25]([c:26]2[cH:27][cH:28][cH:29][cH:30][cH:31]2)[c:32]2[cH:33][cH:34][cH:35][cH:36][cH:37]2)[cH:38][cH:39][cH:40][cH:41][cH:42]1>>[CH2:2]([c:3]1[cH:4][cH:5][c:6]([C:9](=[O:10])[O:11][CH3:12])[n:7]1[CH3:8])[N:15]1[C:14](=[O:13])[c:23]2[c:18]([cH:19][cH:20][cH:21][cH:22]2)[C:16]1=[O:17]. The reactants are ClC1=NC=CC(=C1)CO ((2-chloropyridin-4-yl)methanol), C(C)(C)(C)[Si](Cl)(C)C (tert-butyldimethylchlorosilane), N1C=NC=C1 (imidazole). Solvent: CN(C)C=O (DMF), O (water). Reaction conditions: time 1 hour. Product: [Si](C)(C)(C(C)(C)C)OCC1=CC(=NC=C1)Cl (4-({[tert-butyl(dimethyl)silyl]oxy}methyl)-2-chloropyridine). Reaction SMILES: [Cl:1][C:2]1[CH:7]=[C:6]([CH2:8][OH:9])[CH:5]=[CH:4][N:3]=1.[C:10]([Si:14]([CH3:17])([CH3:16])Cl)([CH3:13])([CH3:12])[CH3:11].N1C=CN=C1>CN(C=O)C.O>[Si:14]([O:9][CH2:8][C:6]1[CH:5]=[CH:4][N:3]=[C:2]([Cl:1])[CH:7]=1)([C:10]([CH3:13])([CH3:12])[CH3:11])([CH3:17])[CH3:16]. Procedure: To a solution of (2-chloropyridin-4-yl)methanol (0.307 g, 2.14 mmol) in 20 mL of DMF at 0° C. under an atmosphere of nitrogen was added tert-butyldimethylchlorosilane (0.355 g, 2.35 mol) and imidazole (0.160 g, 2.35 mmol). After 1 h, the mixture was diluted with water, washed 3× with water, dried over sodium sulfate, filtered, and concentrated in vacuo. The resultant residue was subjected to silica gel chromatography eluting with 0-15% EtOAc in hexanes to provide 4-({[tert-butyl(dimethyl)silyl]o... The reactants are COC(C1=CC(C(=O)OC)=C(C=C1)Br)=O (4-bromoisophthalic acid dimethyl ester), [Cu]C#N (Copper(I) cyanide), [Cl-].[NH4+] (ammonium chloride). The solvent is CN(C)C=O (DMF). Run at time 30 minute. The product is COC(C1=CC(C(=O)OC)=C(C=C1)C#N)=O (4-cyanoisophthalic acid dimethyl ester). Isolated yield 79.8%. RXN SMILES: [CH3:1][O:2][C:3](=[O:15])[C:4]1[CH:13]=[CH:12][C:11](Br)=[C:6]([C:7]([O:9][CH3:10])=[O:8])[CH:5]=1.[Cu][C:17]#[N:18].[Cl-].[NH4+]>CN(C=O)C>[CH3:1][O:2][C:3](=[O:15])[C:4]1[CH:13]=[CH:12][C:11]([C:17]#[N:18])=[C:6]([C:7]([O:9][CH3:10])=[O:8])[CH:5]=1 |f:2.3|. Procedure: To a solution of 4-bromoisophthalic acid dimethyl ester 202 (2.95 g, 10.8 mmol) in anhydrous DMF (50 ml), Copper(I) cyanide (1.20 g, 13.5 mmol) was added in one portion. The slurry solution was heated at reflux temperature for one hour. When the solution was cooled to ambient temperature, it was poured into 300 mL of ammonium chloride solution (10%) at 0° C. White precipitate was formed. The slurry solution was stirred at ambient temperature for 30 minutes. Then it was extracted with ethyl aceta... The reactants are compound B92, CC=1N=COC1CN1C(N(C(C2=C1C=C(S2)C2=CC=CC=C2)=O)C2CCN(CC2)C(=O)OC(C)(C)C)=O (tert-butyl 4-{1-[(4-methyl-1,3-oxazol-5-yl)methyl]-2,4-dioxo-6-phenyl-1,4-dihydrothieno[3,2-d]pyrimidin-3(2H)-yl}piperidine-1-carboxylate), Cl (hydrogen chloride). Solvent: O1CCOCC1 (1,4-dioxane), O1CCOCC1 (1,4-dioxane). The product is Cl.CC=1N=COC1CN1C(N(C(C2=C1C=C(S2)C2=CC=CC=C2)=O)C2CCNCC2)=O (1-[(4-methyl-1,3-oxazol-5-yl)methyl]-6-phenyl-3-(piperidin-4-yl)thieno[3,2-d]pyrimidine-2,4(1H,3H)-dione hydrochloride). Reaction SMILES: [CH3:1][C:2]1[N:3]=[CH:4][O:5][C:6]=1[CH2:7][N:8]1[C:13]2[CH:14]=[C:15]([C:17]3[CH:22]=[CH:21][CH:20]=[CH:19][CH:18]=3)[S:16][C:12]=2[C:11](=[O:23])[N:10]([CH:24]2[CH2:29][CH2:28][N:27](C(OC(C)(C)C)=O)[CH2:26][CH2:25]2)[C:9]1=[O:37].[ClH:38]>O1CCOCC1>[ClH:38].[CH3:1][C:2]1[N:3]=[CH:4][O:5][C:6]=1[CH2:7][N:8]1[C:13]2[CH:14]=[C:15]([C:17]3[CH:18]=[CH:19][CH:20]=[CH:21][CH:22]=3)[S:16][C:12]=2[C:11](=[O:23])[N:10]([CH:24]2[CH2:29][CH2:28][NH:27][CH2:26][CH2:25]2)[C:9]1=[O:37] |f:3.4|. Procedure details: According to the procedure described for compound B92 tert-butyl 4-{1-[(4-methyl-1,3-oxazol-5-yl)methyl]-2,4-dioxo-6-phenyl-1,4-dihydrothieno[3,2-d]pyrimidin-3(2H)-yl}piperidine-1-carboxylate (701 mg, compound B72) and a solution of hydrogen chloride in 1,4-dioxane (5.0 ml, 6.8 M) are reacted in 1,4-dioxane (25 ml) to afford the title compound as a solid. The reactants are CC(C)(C)[O-], CN(C)C=O, Cl, [K+], Cc1cccc([N+](=O)[O-])c1C, CCCCON=O. Yields the product Cc1cccc([N+](=O)[O-])c1C#N. Reaction SMILES: [CH3:19][C:20]([CH3:21])([O-:22])[CH3:23].[CH3:26][N:27]([CH3:28])[CH:29]=[O:30].[ClH:25].[K+:24].[N+:8](=[O:9])([O-:10])[c:11]1[c:12]([CH3:18])[c:13]([CH3:17])[cH:14][cH:15][cH:16]1.[N:1]([O:2][CH2:3][CH2:4][CH2:5][CH3:6])=[O:7]>>[N:1]#[C:18][c:12]1[c:11]([N+:8](=[O:9])[O-:10])[cH:16][cH:15][cH:14][c:13]1[CH3:17]. Reactants: OC=1C=C(C=O)C=CC1 (3-hydroxybenzaldehyde), [H-].[Na+] (sodium hydride), BrCCO[Si](C)(C)C(C)(C)C ((2-bromo-ethoxy)-tert-butyl-dimethyl-silane). Run in O (water), CN(C)C=O (DMF). Reaction conditions: time 1 hour. Product: C(C)(C)(C)[Si](OCCOC=1C=C(C=O)C=CC1)(C)C (3-[2-(tert-butyl-dimethyl-silanyloxy)-ethoxy]-benzaldehyde). As a reaction SMILES: [H-].[Na+].[OH:3][C:4]1[CH:5]=[C:6]([CH:9]=[CH:10][CH:11]=1)[CH:7]=[O:8].Br[CH2:13][CH2:14][O:15][Si:16]([C:19]([CH3:22])([CH3:21])[CH3:20])([CH3:18])[CH3:17]>CN(C=O)C.O>[C:19]([Si:16]([CH3:18])([CH3:17])[O:15][CH2:14][CH2:13][O:3][C:4]1[CH:5]=[C:6]([CH:9]=[CH:10][CH:11]=1)[CH:7]=[O:8])([CH3:22])([CH3:21])[CH3:20] |f:0.1|. Procedure: To a suspension of sodium hydride (0.426 g, 10.7 mmol) in DMF (30 mL) at room temperature was added 3-hydroxybenzaldehyde (1.00 g, 8.20 mmol). The resulting suspension was stirred at room temperature for 1 hour and (2-bromo-ethoxy)-tert-butyl-dimethyl-silane (4.4 mL, 20.5 mmol), was then added. The resulting mixture was stirred at 60° C. under nitrogen for 14 hours, cooled to room temperature, diluted with water (100 mL), extracted with ethyl acetate (250 mL), and concentrated. The crude product...